Dataset: the Open Reaction Database (ORD), a public repository of structured organic reaction records. Task: describe an organic reaction: reactants, conditions, products, and yield Starting materials: O[C@H]1C[C@H](C1)C(C)NC(=O)C1=CN(C2=NC=C(N=C21)C2=NN(C1=CC(=CC=C21)F)C)COCC[Si](C)(C)C (2-(6-fluoro-1-methyl-1H-indazol-3-yl)-5-(2-trimethylsilanylethoxymethyl)-5H-pyrrolo[2,3-b]pyrazine-7-carboxylic acid [1-(cis-3-hydroxy-cyclobutyl)-ethyl]-amide), C(=O)(C(F)(F)F)O (TFA), C(CN)N (ethylene diamine). Solvent: C(Cl)Cl (CH2Cl2). Run at time 3 hour. The product is O[C@@H]1C[C@H](C1)C(C)NC(=O)C1=CNC2=NC=C(N=C21)C2=NN(C1=CC(=CC=C21)F)C (2-(6-fluoro-1-methyl-1H-indazol-3-yl)-5H-pyrrolo[2,3-b]pyrazine-7-carboxylic acid [1-(trans-3-hydroxy-cyclobutyl)-ethyl]-amide). Isolated yield 51.7%. Reaction SMILES: [OH:1][C@@H:2]1[CH2:5][C@H:4]([CH:6]([NH:8][C:9]([C:11]2[C:19]3[C:14](=[N:15][CH:16]=[C:17]([C:20]4[C:28]5[C:23](=[CH:24][C:25]([F:29])=[CH:26][CH:27]=5)[N:22]([CH3:30])[N:21]=4)[N:18]=3)[N:13](COCC[Si](C)(C)C)[CH:12]=2)=[O:10])[CH3:7])[CH2:3]1.C(O)(C(F)(F)F)=O.C(N)CN>C(Cl)Cl>[OH:1][C@H:2]1[CH2:3][C@H:4]([CH:6]([NH:8][C:9]([C:11]2[C:19]3[C:14](=[N:15][CH:16]=[C:17]([C:20]4[C:28]5[C:23](=[CH:24][C:25]([F:29])=[CH:26][CH:27]=5)[N:22]([CH3:30])[N:21]=4)[N:18]=3)[NH:13][CH:12]=2)=[O:10])[CH3:7])[CH2:5]1. Procedure: To a solution of 2-(6-fluoro-1-methyl-1H-indazol-3-yl)-5-(2-trimethylsilanylethoxymethyl)-5H-pyrrolo[2,3-b]pyrazine-7-carboxylic acid [1-(cis-3-hydroxy-cyclobutyl)-ethyl]-amide (50 mg, 0.09 mmol) in CH2Cl2 (2 mL) was added TFA (1 mL, 13.0 mmol). The bright yellow-orange reaction mixture was stirred at room temperature for 3 h then concentrated. The residue was redissolved in CH2Cl2 (2 mL) and ethylene diamine (0.4 mL, 6.0 mmol) was added. The reaction mixture was stirred at room temperature for ... Reactants: C(N)(=O)C=1C(=CC(=C(C(=O)OC)C1)C)C1CCC1 (methyl 5-carbamoyl-4-cyclobutyl-2-methylbenzoate), C(N)(=O)C=1C(=CC(=C(C(=O)OC)C1)C)C1CCC1 (methyl 5-carbamoyl-4-cyclobutyl-2-methylbenzoate), COC(N(C)C)OC (N,N-dimethylformamide dimethyl acetal), NN (hydrazine). Run in C(C)(=O)O (acetic acid), C(C)(=O)O (acetic acid). Conditions: temperature 80 celsius, time 1.5 hour. The product is C1(CCC1)C1=CC(=C(C(=O)OC)C=C1C1=NN=CN1)C (Methyl 4-cyclobutyl-2-methyl-5-(4H-1,2,4-triazol-3-yl)benzoate). Reaction SMILES: [C:1]([C:4]1[C:5]([CH:15]2[CH2:18][CH2:17][CH2:16]2)=[CH:6][C:7]([CH3:14])=[C:8]([CH:13]=1)[C:9]([O:11][CH3:12])=[O:10])(=O)[NH2:2].COC(OC)[N:22]([CH3:24])C.[NH2:27]N>C(O)(=O)C>[CH:15]1([C:5]2[C:4]([C:1]3[NH:22][CH:24]=[N:27][N:2]=3)=[CH:13][C:8]([C:9]([O:11][CH3:12])=[O:10])=[C:7]([CH3:14])[CH:6]=2)[CH2:18][CH2:17][CH2:16]1. Reported procedure: To a vial was added methyl 5-carbamoyl-4-cyclobutyl-2-methylbenzoate (compound 202.1, 59 mg, 0.24 mmol, 1.0 equiv) and N,N-dimethylformamide dimethyl acetal (1 mL) was added. The mixture was heated at 80° C. for 5 hours then the solvents were removed in vacuo. To the residue was added acetic acid (400 μL) and a solution of anhydrous hydrazine (8.2 μL, 0.26 mmol, 1.1 equiv) in acetic acid (100.4). To the resulting thick suspension was added additional acetic acid (500 μL) and the mixture was stir... Starting materials: N1C=CC2=CC(=CC=C12)C(=O)OC (methyl indole-5-carboxylate), N1=C(C=CC2=CC=CC=C12)COC1=CC=C(CCl)C=C1 (4-(quinolin-2-ylmethoxy)benzyl chloride). Yields the product N1=C(C=CC2=CC=CC=C12)COC1=CC=C(CC2=CNC3=CC=C(C=C23)C(=O)OC)C=C1 (3-[4-(Quinolin-2-ylmethoxy)benzyl]indole-5-carboxylic acid, methyl ester). Reaction SMILES: [NH:1]1[C:9]2[C:4](=[CH:5][C:6]([C:10]([O:12][CH3:13])=[O:11])=[CH:7][CH:8]=2)[CH:3]=[CH:2]1.[N:14]1[C:23]2[C:18](=[CH:19][CH:20]=[CH:21][CH:22]=2)[CH:17]=[CH:16][C:15]=1[CH2:24][O:25][C:26]1[CH:33]=[CH:32][C:29]([CH2:30]Cl)=[CH:28][CH:27]=1>>[N:14]1[C:23]2[C:18](=[CH:19][CH:20]=[CH:21][CH:22]=2)[CH:17]=[CH:16][C:15]=1[CH2:24][O:25][C:26]1[CH:27]=[CH:28][C:29]([CH2:30][C:3]2[C:4]3[C:9](=[CH:8][CH:7]=[C:6]([C:10]([O:12][CH3:13])=[O:11])[CH:5]=3)[NH:1][CH:2]=2)=[CH:32][CH:33]=1. Reported procedure: This compound was prepared from methyl indole-5-carboxylate and 4-(quinolin-2-ylmethoxy)benzyl chloride (Example 1a) by the method described in Example 12, part i, m.p. 179°-180° C. Starting materials: C1CCOC1, O=C(Cl)OC(Cl)(Cl)Cl, Nc1ccc(OC(F)(F)F)cc1. Yields the product O=C=Nc1ccc(OC(F)(F)F)cc1. RXN SMILES: [CH2:21]1[O:22][CH2:23][CH2:24][CH2:25]1.[Cl:13][C:14](=[O:15])[O:16][C:17]([Cl:18])([Cl:19])[Cl:20].[F:1][C:2]([O:3][c:4]1[cH:5][cH:6][c:7]([NH2:8])[cH:9][cH:10]1)([F:11])[F:12]>>[F:1][C:2]([O:3][c:4]1[cH:5][cH:6][c:7]([N:8]=[C:14]=[O:15])[cH:9][cH:10]1)([F:11])[F:12].